This data is from the Open Reaction Database (ORD), a public repository of structured organic reaction records. The task is: describe an organic reaction: reactants, conditions, products, and yield The reactants are CN(C(=O)N=C1SC(=N[N-]1)SC)C (2-(dimethylcarbamoylimino)-5-methylthio-1,3,4-thiadiazol-3-id), ice water, [Na] (sodium), ClC(=O)OCC (ethyl chloroformate). The solvent is C(C)#N (acetonitrile). Run at time 2 hour. Yields the product C(C)OC(=O)N1C(SC(=N1)SC)=NC(N(C)C)=O (2-(dimethylcarbamoylimino)-5-methylthio-1,3,4-thiadiazolin-3-carboxylic acid ethyl ester). Yield: 86.5%. RXN SMILES: [CH3:1][N:2]([CH3:13])[C:3]([N:5]=[C:6]1[N-:10][N:9]=[C:8]([S:11][CH3:12])[S:7]1)=[O:4].[Na].Cl[C:16]([O:18][CH2:19][CH3:20])=[O:17]>C(#N)C>[CH2:19]([O:18][C:16]([N:10]1[N:9]=[C:8]([S:11][CH3:12])[S:7][C:6]1=[N:5][C:3](=[O:4])[N:2]([CH3:13])[CH3:1])=[O:17])[CH3:20] |^1:13|. Procedure details: 80.5 g of 2-(dimethylcarbamoylimino)-5-methylthio-1,3,4-thiadiazol-3-id, sodium salt, were suspended in 300 ml of acetonitrile and treated dropwise with stirring with 36.5 g of ethyl chloroformate at room temperature. The mixture was further stirred for 2 hours, treated with ice water, the precipitated substance separated by suction filtration, and recrystallized from acetonitrile. There is obtained 84.5 g (86.9% of theory) of 2-(dimethylcarbamoylimino)-5-methylthio-1,3,4-thiadiazolin-3-carboxyl... Reactants: C(C)(=O)OCC (Ethyl acetate), C(C)O (ethanol), C(C)(C)(C)OC(=O)N[C@H](C(CCl)=O)CC1=CC=CC=C1 ((3S)-3-tert-butoxycarbonylamino-1-chloro-4-phenyl-2-butanone), [BH4-].[Na+] (Sodium borohydride). Solvent: C(C)(=O)O (Acetic acid). Conditions: temperature 60 celsius, time 40 minute. The product is C(C)(C)(C)OC(=O)N[C@H]([C@@H](CCl)O)CC1=CC=CC=C1 ((2S, 3S)-3-tert-butoxycarbonylamino-1-chloro-2-hydroxy-4-phenylbutane). Isolated yield 72.6%. Reaction SMILES: C(OCC)(=O)C.C(O)C.[C:10]([O:14][C:15]([NH:17][C@@H:18]([CH2:23][C:24]1[CH:29]=[CH:28][CH:27]=[CH:26][CH:25]=1)[C:19](=[O:22])[CH2:20][Cl:21])=[O:16])([CH3:13])([CH3:12])[CH3:11].[BH4-].[Na+]>C(O)(=O)C>[C:10]([O:14][C:15]([NH:17][C@@H:18]([CH2:23][C:24]1[CH:25]=[CH:26][CH:27]=[CH:28][CH:29]=1)[C@H:19]([OH:22])[CH2:20][Cl:21])=[O:16])([CH3:13])([CH3:11])[CH3:12] |f:3.4|. Procedure details: Ethyl acetate (4.2 ml) and ethanol (16.7 ml) were added to (3S)-3-tert-butoxycarbonylamino-1-chloro-4-phenyl-2-butanone (2.08 g). Sodium borohydride (133 mg) was added in portions to the obtained mixture at −10° C., and they were stirred for 1 hour 40 minutes. Acetic acid (0.40 ml) was added to the reaction mixture to terminate the reaction. The reaction mixture was slowly heated to 60° C. for the duration of 1 hour and then stirred at 60° C. for 30 minutes. The reaction mixture was slowly coole... Reactants: CC(=O)[O-], CC(=O)[O-], CC(C)C(N)C(=O)O, CO, C[O-], [Na+], O, O, [Zn+2]. Product: CC(C)C(N)C(=O)O, [Zn]. Reaction SMILES: [C:14]([O-:15])(=[O:16])[CH3:17].[C:19]([O-:20])(=[O:21])[CH3:22].[CH3:1][CH:2]([CH3:3])[CH:4]([NH2:5])[C:6]([OH:7])=[O:8].[CH3:23][OH:24].[CH3:9][O-:10].[Na+:11].[OH2:12].[OH2:13].[Zn+2:18]>>[CH3:1][CH:2]([CH3:3])[CH:4]([NH2:5])[C:6](=[O:7])[OH:8].[Zn:18].